This data is from the Open Reaction Database (ORD), a public repository of structured organic reaction records. The task is: describe an organic reaction: reactants, conditions, products, and yield The reactants are CCCCCCCCCCC(CI)NC(=O)OC(C)(C)C, [N-]=[N+]=[N-], [Na+], CN(C)C=O. The product is CCCCCCCCCCC(CN=[N+]=[N-])NC(=O)OC(C)(C)C. Reaction SMILES: [I:1][CH2:2][CH:3]([CH2:4][CH2:5][CH2:6][CH2:7][CH2:8][CH2:9][CH2:10][CH2:11][CH2:12][CH3:13])[NH:14][C:15]([O:16][C:17]([CH3:18])([CH3:19])[CH3:20])=[O:21].[N-:23]=[N+:24]=[N-:25].[Na+:22].[O:26]=[CH:27][N:28]([CH3:29])[CH3:30]>>[CH2:2]([CH:3]([CH2:4][CH2:5][CH2:6][CH2:7][CH2:8][CH2:9][CH2:10][CH2:11][CH2:12][CH3:13])[NH:14][C:15]([O:16][C:17]([CH3:18])([CH3:19])[CH3:20])=[O:21])[N:23]=[N+:24]=[N-:25]. Starting materials: ClC1=C(C=C(C(=O)Cl)C=C1)[N+](=O)[O-] (4-chloro-3-nitrobenzoyl chloride), N1N=NC=C1 (1,2,3-triazole), NC1=CC=CC=C1 (aniline), [O-]S(=O)S(=O)[O-].[Na+].[Na+] (Na2S2O4), ClC1=C(C=C(C=C1)[N+](=O)[O-])C=1OC=CN1 (4-chloro-3-(2-oxazolyl)nitrobenzene), C(=O)([O-])[O-].[K+].[K+] (K2CO3). The solvent is S1(=O)(=O)CCCC1 (sulfolane), C1CCOC1.O (THF H2O). Product: O1C(=NC=C1)C=1C=C(N)C=CC1Cl (3-(2-oxazolyl)-4-chloroaniline). As a reaction SMILES: ClC1C=CC(C(Cl)=O)=CC=1[N+]([O-])=O.N1C=CN=N1.C([O-])([O-])=O.[K+].[K+].[Cl:25][C:26]1[CH:31]=[CH:30][C:29]([N+:32]([O-])=O)=[CH:28][C:27]=1[C:35]1[O:36][CH:37]=[CH:38][N:39]=1.NC1C=CC=CC=1.[O-]S(S([O-])=O)=O.[Na+].[Na+]>S1(CCCC1)(=O)=O.C1COCC1.O>[O:36]1[CH:37]=[CH:38][N:39]=[C:35]1[C:27]1[CH:28]=[C:29]([CH:30]=[CH:31][C:26]=1[Cl:25])[NH2:32] |f:2.3.4,7.8.9,11.12|. Reported procedure: Following the procedure described in part E of Example 1 (R), (S)-α-[[[-((1,1-dimethylethyl)dimethylsilyl)oxy]-2-[4-hydroxy-3-[(methylsulfonyl)amino]phenyl]ethyl]amino]-4-methoxybenzeneacetic acid was condensed with 3-(2-oxazolyl)-4-chloroaniline to generate the title compound. The 3-(2-oxazolyl)-4-chloroaniline was prepared by treating commercial 4-chloro-3-nitrobenzoyl chloride sequentially with 1,2,3-triazole at 140° C. in sulfolane containing K2CO3 to generate 4-chloro-3-(2-oxazolyl)nitroben... Reactants: FC=1C=C(N)C=CC1 (3-fluoroaniline), FC1=CC=C(C=C1)NC1=NC=NC2=CC(=C(C=C12)OC)OC (4-[(4-Fluorophenyl)amino]-6,7-dimethoxyquinazoline), ClC1=NC=NC2=CC(=C(C=C12)OC)OC (4-chloro-6,7-dimethoxyquinazoline). Product: FC=1C=C(C=CC1)NC1=NC=NC2=CC(=C(C=C12)OC)OC (4-[(3-Fluorophenyl)amino]-6,7-dimethoxyquinazoline), hydrochloride salt. Isolated yield 98.0%. RXN SMILES: F[C:2]1[CH:7]=[CH:6][C:5]([NH:8][C:9]2[C:18]3[C:13](=[CH:14][C:15]([O:21][CH3:22])=[C:16]([O:19][CH3:20])[CH:17]=3)[N:12]=[CH:11][N:10]=2)=[CH:4][CH:3]=1.ClC1C2C(=CC(OC)=C(OC)C=2)N=CN=1.[F:38]C1C=C(C=CC=1)N>>[F:38][C:3]1[CH:4]=[C:5]([NH:8][C:9]2[C:18]3[C:13](=[CH:14][C:15]([O:21][CH3:22])=[C:16]([O:19][CH3:20])[CH:17]=3)[N:12]=[CH:11][N:10]=2)[CH:6]=[CH:7][CH:2]=1. Procedure: Employing the same method used for compound 1, 4-chloro-6,7-dimethoxyquinazoline (113 mg, 0.5 mmol) and 3-fluoroaniline (48 μL, 0.5 mmol) afforded compound 2 as the hydrochloride salt in 98% yield (166 mg). 1H NMR [((CD3)2SO) δ11.59(s, 1H), 8.85(s, 1H), 8.43(s, 1H), 7.7(m, 1H), 7.6(m,1H), 7.5(m, 1H), 7.4(s, 1H), 7.1(s, 1H), 4.1(s, 3H), 3.96(s, 3H). MS, m/e: 300 (M+), 299 [(M-H)+ ]. Anal. Calcd. for C16H15FClN3O2 : C, 57.14; H, 4.46; N, 12.50. Found: C, 57.09; H, 4.53; N, 12.49.